From a dataset of the Open Reaction Database (ORD), a public repository of structured organic reaction records. describe an organic reaction: reactants, conditions, products, and yield Reactants: O1C(CCCC1)ONC(=O)C1=CC=C2CCNCC2=C1 (N-(tetrahydro-2H-pyran-2-yloxy)-1,2,3,4-tetrahydroisoquinoline-7-carboxamide), N1=CC(=CC=C1)CC(=O)O (3-pyridylacetic acid), C=1C=CC2=C(C1)N=NN2O (HOBt), C(CCl)Cl (EDC). Solvent: CN(C)C=O (DMF), C(C)N(CC)CC (triethylamine). Conditions: time 8 hour. Yields the product N1=CC(=CC=C1)CC(=O)N1CC2=CC(=CC=C2CC1)C(=O)NOC1OCCCC1 (2-(Pyridin-3-ylacetyl)-N-(tetrahydro-2H-pyran-2-yloxy)-1,2,3,4-tetrahydroisoquinoline-7-carboxamide). Isolated yield 51.0%. Reaction SMILES: [O:1]1[CH2:6][CH2:5][CH2:4][CH2:3][CH:2]1[O:7][NH:8][C:9]([C:11]1[CH:20]=[C:19]2[C:14]([CH2:15][CH2:16][NH:17][CH2:18]2)=[CH:13][CH:12]=1)=[O:10].[N:21]1[CH:26]=[CH:25][CH:24]=[C:23]([CH2:27][C:28](O)=[O:29])[CH:22]=1.C1C=CC2N(O)N=NC=2C=1.C(Cl)CCl>CN(C=O)C.C(N(CC)CC)C>[N:21]1[CH:26]=[CH:25][CH:24]=[C:23]([CH2:27][C:28]([N:17]2[CH2:16][CH2:15][C:14]3[C:19](=[CH:20][C:11]([C:9]([NH:8][O:7][CH:2]4[CH2:3][CH2:4][CH2:5][CH2:6][O:1]4)=[O:10])=[CH:12][CH:13]=3)[CH2:18]2)=[O:29])[CH:22]=1. Reported procedure: A mixture of 200 mg N-(tetrahydro-2H-pyran-2-yloxy)-1,2,3,4-tetrahydroisoquinoline-7-carboxamide, 109 mg 3-pyridylacetic acid, 98 mg HOBt, 278 mg EDC, 0.6 ml triethylamine and 8 ml DMF is stirred overnight at ambient temperature. The mixture is evaporated. The residue is purified by silica gel flash chromatography. 146 mg of the title compound are obtained after drying as colorless foam. Reactants: NC1=C(C(=NN1C(C)CCCCCC)CC)C(=O)N (5-amino-3-ethyl-1-(2-octyl)-1H-pyrazole-4-carboxamide), C1OC=2C=C(C=CC2O1)CC(=O)OC (methyl 3,4-methylenedioxyphenylacetate), CC(C)([O-])C.[K+] (potassium tert-butoxide), C(O)([O-])=O.[Na+] (sodium hydrogen carbonate). Run in ClCCl (dichloromethane). The product is C1OC=2C=C(CC=3NC(C4=C(N3)N(N=C4CC)C(C)CCCCCC)=O)C=CC2O1 (6-(3,4-Methylenedioxy-benzyl)-1-(2-octyl)-3-ethyl-1,5-dihydro-pyrazolo[3,4-d]pyrimidin-4-one). Yield: 26.3%. RXN SMILES: [NH2:1][C:2]1[N:6]([CH:7]([CH2:9][CH2:10][CH2:11][CH2:12][CH2:13][CH3:14])[CH3:8])[N:5]=[C:4]([CH2:15][CH3:16])[C:3]=1[C:17]([NH2:19])=[O:18].[CH2:20]1[O:28][C:27]2[CH:26]=[CH:25][C:24]([CH2:29][C:30](OC)=O)=[CH:23][C:22]=2[O:21]1.CC(C)([O-])C.[K+].C(=O)([O-])O.[Na+]>ClCCl>[CH2:20]1[O:28][C:27]2[CH:26]=[CH:25][C:24]([CH2:29][C:30]3[NH:19][C:17](=[O:18])[C:3]4[C:4]([CH2:15][CH3:16])=[N:5][N:6]([CH:7]([CH2:9][CH2:10][CH2:11][CH2:12][CH2:13][CH3:14])[CH3:8])[C:2]=4[N:1]=3)=[CH:23][C:22]=2[O:21]1 |f:2.3,4.5|. Reported procedure: 10 mg (0.037 mmol) of 5-amino-3-ethyl-1-(2-octyl)-1H-pyrazole-4-carboxamide and 30 mg (0.129 mmol) of methyl 3,4-methylenedioxyphenylacetate are refluxed for 6 hours in 0.3 ml of a 0.5M ethanolic potassium tert-butoxide solution. After dichloromethane and saturated aqueous sodium hydrogen carbonate solution have been added, the phases are separated. Purification by chromatography gives 4 mg (25%) of a solid, Rf=0.76 (dichloromethane/methanol=15:1). Starting materials: C(C)N=C=NCCCN(C)C (1-ethyl-3-(3-dimethylaminopropyl)carbodiimide), C(C)(C)(C)OC(=O)N1CCC(CC1)/C=C/C(=O)N1C[C@@H](CCC1)C(=O)O ((R)-1-[3-(1-tert-butoxycarbonyl-4-piperidyl)-(E)-acryloyl]-3-piperidinecarboxylic acid), Cl.C(C)OC(C[C@H](N)C#C)=O (3(S)-ethynyl-β-alanine ethyl ester hydrochloride), ON1N=NC2=C1C=CC=C2 (1-hydroxybenzotriazole). Reaction conditions: time 8 hour. Yield: 101.3%. Yields the product C(C)OC(C[C@H](NC(=O)[C@H]1CN(CCC1)C(\C=C\C1CCN(CC1)C(=O)OC(C)(C)C)=O)C#C)=O (N-[(R)-1-[3-(1-tert-butoxycarbonyl-4-piperidyl)-(E)-acryloyl]-3-piperidylcarbonyl]-3(S)-ethynyl-β-alanine ethyl ester). Reaction SMILES: [C:1]([O:5][C:6]([N:8]1[CH2:13][CH2:12][CH:11](/[CH:14]=[CH:15]/[C:16]([N:18]2[CH2:23][CH2:22][CH2:21][C@@H:20]([C:24](O)=[O:25])[CH2:19]2)=[O:17])[CH2:10][CH2:9]1)=[O:7])([CH3:4])([CH3:3])[CH3:2].Cl.[CH2:28]([O:30][C:31](=[O:37])[CH2:32][C@@H:33]([C:35]#[CH:36])[NH2:34])[CH3:29].ON1C2C=CC=CC=2N=N1.C(N=C=NCCCN(C)C)C>CN(C)C=O.O>[CH2:28]([O:30][C:31](=[O:37])[CH2:32][C@@H:33]([C:35]#[CH:36])[NH:34][C:24]([C@@H:20]1[CH2:21][CH2:22][CH2:23][N:18]([C:16](=[O:17])/[CH:15]=[CH:14]/[CH:11]2[CH2:12][CH2:13][N:8]([C:6]([O:5][C:1]([CH3:3])([CH3:2])[CH3:4])=[O:7])[CH2:9][CH2:10]2)[CH2:19]1)=[O:25])[CH3:29] |f:1.2|. Reported procedure: To a mixture of (R)-1-[3-(1-tert-butoxycarbonyl-4-piperidyl)-(E)-acryloyl]-3-piperidinecarboxylic acid (1 g), 3(S)-ethynyl-β-alanine ethyl ester hydrochloride (0.48 g) and 1-hydroxybenzotriazole (0.37 g) in dimethylformamide (10 ml) was added 1-ethyl-3-(3-dimethylaminopropyl)carbodiimide (0.5 ml) at 0° C. The reaction mixture was stirred overnight at room temperature, and then poured into water. The whole was extracted with ethyl acetate, washed with aqueous saturated NaHCO3, water, and brine, d... Solvent: CN(C=O)C (dimethylformamide), O (water). Reactants: N=1NN=NC1C=1C=C2C(=NC1)N(C=N2)CC2=CC1=C(N=C(S1)N[C@H]1[C@@H](CCCC1)O)C=C2 ((1R,2R)-2-((6-((6-(2H-tetrazol-5-yl)-3H-imidazo[4,5-b]pyridin-3-yl)methyl)benzo[d]thiazol-2-yl)amino)cyclohexanol), C(=O)([O-])[O-].[Cs+].[Cs+] (Cs2CO3). Solvent: CI (MeI). Reaction conditions: temperature 90 celsius. The product is CN1N=C(N=N1)C=1C=C2C(=NC1)N(C=N2)CC2=CC1=C(N=C(S1)N[C@H]1[C@@H](CCCC1)O)C=C2 ((1R,2R)-2-((6-((6-(2-methyl-2H-tetrazol-5-yl)-3H-imidazo[4,5-b]pyridin-3-yl)methyl)benzo[d]thiazol-2-yl)amino)cyclohexanol). As a reaction SMILES: [N:1]1[NH:2][N:3]=[N:4][C:5]=1[C:6]1[CH:7]=[C:8]2[N:14]=[CH:13][N:12]([CH2:15][C:16]3[CH:32]=[CH:31][C:19]4[N:20]=[C:21]([NH:23][C@@H:24]5[CH2:29][CH2:28][CH2:27][CH2:26][C@H:25]5[OH:30])[S:22][C:18]=4[CH:17]=3)[C:9]2=[N:10][CH:11]=1.[C:33]([O-])([O-])=O.[Cs+].[Cs+]>CI>[CH3:33][N:3]1[N:2]=[N:1][C:5]([C:6]2[CH:7]=[C:8]3[N:14]=[CH:13][N:12]([CH2:15][C:16]4[CH:32]=[CH:31][C:19]5[N:20]=[C:21]([NH:23][C@@H:24]6[CH2:29][CH2:28][CH2:27][CH2:26][C@H:25]6[OH:30])[S:22][C:18]=5[CH:17]=4)[C:9]3=[N:10][CH:11]=2)=[N:4]1 |f:1.2.3|. Reported procedure: To the remaining portion of the reaction mixture from Example 93 were added excess Cs2CO3 (300 mg) and excess MeI (200 μL). The resulting mixture was heated at 90° C. for 4 h. LCMS showed that the reaction was mostly completed. After cooling to rt, the mixture was purified by preparative HPLC using a mixture of water (5% CH3CN, 0.05% AcOH) and CH3CN (0.05% AcOH) as the mobile phase and Varian Pursuit XRs Diphenyl column as the stationary phase to afford (1R,2R)-2-((6-((6-(2-methyl-2H-tetrazol-5-... Reactants: BrC(CCCN1C(C=2C(C1=O)=CC=CC2)=O)C (BPP), NC=1C=C(C(=C2C(=CC=NC12)C)OCCCCCC=1SC=CC1)OC (8-amino-6-methoxy-4-methyl-5-[5-(2-thienyl) pentoxy] quinoline), BrC(CCCN1C(C=2C(C1=O)=CC=CC2)=O)C (4-bromo-1-phthalimidopentane), BrC(CCCN1C(C=2C(C1=O)=CC=CC2)=O)C (BPP). Run in CCN(CC)CC (Et3N), CCN(CC)CC (Et3N), CCN(CC)CC (Et3N). Reaction conditions: time 4 hour. Product: COC=1C(=C2C(=CC=NC2=C(C1)NC(CCCN1C(C=2C(C1=O)=CC=CC2)=O)C)C)OCCCCCC=2SC=CC2 (6-methoxy-4-methyl-8-(1-methyl-4-phthalimidobutylamino)-5-[5-(2-thienyl) pentoxy] quinoline). Reaction SMILES: [NH2:1][C:2]1[CH:3]=[C:4]([O:24][CH3:25])[C:5]([O:13][CH2:14][CH2:15][CH2:16][CH2:17][CH2:18][C:19]2[S:20][CH:21]=[CH:22][CH:23]=2)=[C:6]2[C:11]=1[N:10]=[CH:9][CH:8]=[C:7]2[CH3:12].Br[CH:27]([CH3:42])[CH2:28][CH2:29][CH2:30][N:31]1[C:35](=[O:36])[C:34]2=[CH:37][CH:38]=[CH:39][CH:40]=[C:33]2[C:32]1=[O:41]>CCN(CC)CC>[CH3:25][O:24][C:4]1[C:5]([O:13][CH2:14][CH2:15][CH2:16][CH2:17][CH2:18][C:19]2[S:20][CH:21]=[CH:22][CH:23]=2)=[C:6]2[C:11](=[C:2]([NH:1][CH:27]([CH3:42])[CH2:28][CH2:29][CH2:30][N:31]3[C:35](=[O:36])[C:34]4=[CH:37][CH:38]=[CH:39][CH:40]=[C:33]4[C:32]3=[O:41])[CH:3]=1)[N:10]=[CH:9][CH:8]=[C:7]2[CH3:12]. Procedure details: A stirred mixture of 8-amino-6-methoxy-4-methyl-5-[5-(2-thienyl) pentoxy] quinoline (4.00 g, 0.0108 mol) and 4-bromo-1-phthalimidopentane (BPP) (6.40 g, 0.0216 mol) was heated at 110°-115° C. while Et3N (4 ml) was slowly added during 25 min. After 4 h at 115°-120° C., more BPP (6.4 g, 0.0216 mol) and Et3N (2 ml during 10 min) were added and heating was continued for 4 h. A final batch of BPP (1.60 g, 0.0054 mol) and Et3N (1 ml during 5 min) were added and heating was continued for 2 h. On coolin... Reactants: CC(C)(C)[Si](OC(CC(C)C1CCC2C(CCCC12C)O)CC(=C)C)(C)C (octahydro-1-[3-((1,1-dimethylethyl)-dimethylsilyloxy)-1,5-dimethyl-5-hexenyl)-7a-methyl-1H-inden-4-ol), C(C)(=O)[O-].[Na+] (sodium acetate), [Cr](=O)(=O)([O-])Cl.[NH+]1=C(C=CC=C1)C1=[NH+]C=CC=C1.[Cr](=O)(=O)([O-])Cl (2,2'-bipyridinium chlorochromate), [Cr](=O)(=O)([O-])Cl.[NH+]1=C(C=CC=C1)C1=[NH+]C=CC=C1.[Cr](=O)(=O)([O-])Cl (2,2'-bipyridinium chlorochromate), C(C)(C)O (isopropanol). Run in C(Cl)Cl (methylene chloride), O (water). Run at time 3 hour. The product is CC(C)(C)[Si](OC(CC(C)C1CCC2C(CCCC12C)=O)CC(=C)C)(C)C (octahydro-1-[3-((1,1-dimethylethyl)-dimethylsilyloxy)-1,5-dimethyl-5-hexenyl)-7a-methyl-1H-inden-4-one). Reaction SMILES: [CH3:1][C:2]([Si:5]([CH3:27])([CH3:26])[O:6][CH:7]([CH2:22][C:23]([CH3:25])=[CH2:24])[CH2:8][CH:9]([CH:11]1[C:19]2([CH3:20])[CH:14]([CH:15]([OH:21])[CH2:16][CH2:17][CH2:18]2)[CH2:13][CH2:12]1)[CH3:10])([CH3:4])[CH3:3].C([O-])(=O)C.[Na+].[Cr](Cl)([O-])(=O)=O.[NH+]1C=CC=CC=1C1C=CC=C[NH+]=1.[Cr](Cl)([O-])(=O)=O.C(O)(C)C>C(Cl)Cl.O>[CH3:1][C:2]([Si:5]([CH3:26])([CH3:27])[O:6][CH:7]([CH2:22][C:23]([CH3:25])=[CH2:24])[CH2:8][CH:9]([CH:11]1[C:19]2([CH3:20])[CH:14]([C:15](=[O:21])[CH2:16][CH2:17][CH2:18]2)[CH2:13][CH2:12]1)[CH3:10])([CH3:3])[CH3:4] |f:1.2,3.4.5|. Procedure: A solution of 0.24 g of [1R-[1alpha(R*,S*)-3abeta,4abeta,7aalpha]]-octahydro-1-[3-((1,1-dimethylethyl)-dimethylsilyloxy)-1,5-dimethyl-5-hexenyl)-7a-methyl-1H-inden-4-ol in 15 ml of dry methylene chloride was treated with 0.35 g of anhydrous sodium acetate and 0.71 g of 2,2'-bipyridinium chlorochromate and the mixture stirred at room temperature for 3 hours. After this time an additional 0.355 g of 2,2'-bipyridinium chlorochromate was added. The mixture was stirred 2 hours then 1 ml of isopropano...